Dataset: the Open Reaction Database (ORD), a public repository of structured organic reaction records. Task: describe an organic reaction: reactants, conditions, products, and yield Reactants: BrCc1ccccc1, COC(=O)C(C)c1ccccc1Br, CCOCC, Cl, [Zn]. Yields the product COC(=O)C(C)c1ccccc1Cc1ccccc1. Reaction SMILES: [Br:1][CH2:2][c:3]1[cH:4][cH:5][cH:6][cH:7][cH:8]1.[Br:9][c:10]1[c:11]([CH:16]([C:17](=[O:18])[O:19][CH3:20])[CH3:21])[cH:12][cH:13][cH:14][cH:15]1.[CH2:23]([O:24][CH2:25][CH3:26])[CH3:27].[ClH:22].[Zn:28]>>[CH2:2]([c:3]1[cH:4][cH:5][cH:6][cH:7][cH:8]1)[c:10]1[c:11]([CH:16]([C:17](=[O:18])[O:19][CH3:20])[CH3:21])[cH:12][cH:13][cH:14][cH:15]1. Starting materials: NC=1C=C(C=CC1N)C1=CC(=C(N)C=C1)N (3,3′-diaminobenzidine), CN(C1=CC=C(C=C1)C=CC=O)C (3-(4-dimethylaminophenyl)acrylaldehyde). The product is N1C(=NC2=C1C=CC(=C2)C2=CC1=C(N=C(N1)/C=C/C1=CC=C(N(C)C)C=C1)C=C2)/C=C/C2=CC=C(N(C)C)C=C2 (4,4′-((1E,1′E)-1H,3′H-[5,5′-bibenzo[d]imidazole]-2,2′-diylbis(ethene-2,1-diyl))bis(N,N-dimethylaniline)). As a reaction SMILES: [NH2:1][C:2]1[CH:3]=[C:4]([C:9]2[CH:15]=[CH:14][C:12]([NH2:13])=[C:11]([NH2:16])[CH:10]=2)[CH:5]=[CH:6][C:7]=1[NH2:8].[CH3:17][N:18]([CH3:29])[C:19]1[CH:24]=[CH:23][C:22]([CH:25]=[CH:26][CH:27]=O)=[CH:21][CH:20]=1>>[NH:8]1[C:7]2[CH:6]=[CH:5][C:4]([C:9]3[CH:15]=[CH:14][C:12]4[N:13]=[C:27](/[CH:26]=[CH:25]/[C:22]5[CH:23]=[CH:24][C:19]([N:18]([CH3:29])[CH3:17])=[CH:20][CH:21]=5)[NH:16][C:11]=4[CH:10]=3)=[CH:3][C:2]=2[N:1]=[C:27]1/[CH:26]=[CH:25]/[C:22]1[CH:21]=[CH:20][C:19]([N:18]([CH3:17])[CH3:29])=[CH:24][CH:23]=1. Procedure details: Compound 264 was prepared according to the procedure similar to that described in Scheme III from 3,3′-diaminobenzidine and 3-(4-dimethylaminophenyl)acrylaldehyde. [M+H]+ calcd for C34H32N6: 525.27; found: 525.59. The reactants are N=C1SC(C(N1)(C(F)(F)F)C(F)(F)F)=C(C(F)(F)F)F (2-imino-4,4-bis(trifluoromethyl)-5-(tetrafluoroethylidene)-1,3-thiazolidine), [N+](=O)([O-])C1=C(C(=O)N=C=O)C=CC=C1 (2-nitrobenzoylisocyanate). Solvent: C1(=CC=CC=C1)C (toluene). Run at time 3 hour. Yields the product FC(C1(N=C(SC1=C(C(F)(F)F)F)NC(=O)NC(C1=C(C=CC=C1)[N+](=O)[O-])=O)C(F)(F)F)(F)F (1-[4,4-bis(trifluoromethyl)-5-(tetrafluoroethylidene)-2-thiazolin-2-yl]-3-(2-nitrobenzoyl)urea). Reaction SMILES: [NH:1]=[C:2]1[NH:6][C:5]([C:11]([F:14])([F:13])[F:12])([C:7]([F:10])([F:9])[F:8])[C:4](=[C:15]([F:20])[C:16]([F:19])([F:18])[F:17])[S:3]1.[N+:21]([C:24]1[CH:34]=[CH:33][CH:32]=[CH:31][C:25]=1[C:26]([N:28]=[C:29]=[O:30])=[O:27])([O-:23])=[O:22]>C1(C)C=CC=CC=1>[F:14][C:11]([F:12])([F:13])[C:5]1([C:7]([F:10])([F:9])[F:8])[C:4](=[C:15]([F:20])[C:16]([F:17])([F:18])[F:19])[S:3][C:2]([NH:1][C:29]([NH:28][C:26](=[O:27])[C:25]2[CH:31]=[CH:32][CH:33]=[CH:34][C:24]=2[N+:21]([O-:23])=[O:22])=[O:30])=[N:6]1. Procedure: In toluene (10 ml) was dissolved 2-imino-4,4-bis(trifluoromethyl)-5-(tetrafluoroethylidene)-1,3-thiazolidine (1.0 g), and 2-nitrobenzoylisocyanate (0.4 g) which is a starting compound was added thereto and the mixture was stirred at room temperature for 3 hours. Starting materials: CCOC(Cc1c(C)cc(OCc2nc(-c3ccc(C(C)C)cc3)oc2C)cc1C)C(=O)OC, [Li+], [OH-]. The product is CCOC(Cc1c(C)cc(OCc2nc(-c3ccc(C(C)C)cc3)oc2C)cc1C)C(=O)O. As a reaction SMILES: [CH3:1][O:2][C:3]([CH:4]([CH2:5][c:6]1[c:7]([CH3:30])[cH:8][c:9]([O:13][CH2:14][c:15]2[n:16][c:17](-[c:21]3[cH:22][cH:23][c:24]([CH:27]([CH3:28])[CH3:29])[cH:25][cH:26]3)[o:18][c:19]2[CH3:20])[cH:10][c:11]1[CH3:12])[O:31][CH2:32][CH3:33])=[O:34].[Li+:36].[OH-:35]>>[O:2]=[C:3]([CH:4]([CH2:5][c:6]1[c:7]([CH3:30])[cH:8][c:9]([O:13][CH2:14][c:15]2[n:16][c:17](-[c:21]3[cH:22][cH:23][c:24]([CH:27]([CH3:28])[CH3:29])[cH:25][cH:26]3)[o:18][c:19]2[CH3:20])[cH:10][c:11]1[CH3:12])[O:31][CH2:32][CH3:33])[OH:34].